This data is from the Open Reaction Database (ORD), a public repository of structured organic reaction records. The task is: describe an organic reaction: reactants, conditions, products, and yield The reactants are O1CCCC1 (tetrahydrofuran), O1CCCC1 (tetrahydrofuran), C[C@@H](CC=O)CCO[Si](C)(C)C(C)(C)C (3-(R)-methyl-5-(t-butyldimethylsilyloxy)-1-pentanal), solution, C(CCC)[Li] (n-butyl lithium). Reagents/catalysts: [Br-].C1(=CC=CC=C1)[P+](CC)(C1=CC=CC=C1)C1=CC=CC=C1 (triphenyl-ethyl phosphonium bromide). Run in O (water). Reaction conditions: time 2 hour. Product: C[C@@H](CC=CC)CCO[Si](C)(C)C(C)(C)C (5-(S)-methyl-7-(t-butyldimethylsilyloxy)-2-heptene). RXN SMILES: O1CC[CH2:3][CH2:2]1.C([Li])CCC.[CH3:11][C@H:12]([CH2:16][CH2:17][O:18][Si:19]([C:22]([CH3:25])([CH3:24])[CH3:23])([CH3:21])[CH3:20])[CH2:13][CH:14]=O>[Br-].C1([P+](C2C=CC=CC=2)(C2C=CC=CC=2)CC)C=CC=CC=1.O>[CH3:11][C@H:12]([CH2:16][CH2:17][O:18][Si:19]([C:22]([CH3:25])([CH3:24])[CH3:23])([CH3:21])[CH3:20])[CH2:13][CH:14]=[CH:2][CH3:3] |f:3.4|. Procedure details: To a slurry of 80 g. (0.2155 m) of triphenyl-ethyl phosphonium bromide in 800 ml. of dry tetrahydrofuran cooled to 0° C. was added 165.7 ml. of 1.3M solution of n-butyl lithium (0.2155 m) in the same solvent. After 2 hours, 45 g. (0.196 m) 3-(R)-methyl-5-(t-butyldimethylsilyloxy)-1-pentanal in 200 ml. of dry tetrahydrofuran was added dropwise to the reaction mixture. The reaction was allowed to stir 2 hours at room temperature and was then poured into water and extracted with ether. The combined... Starting materials: CCN1C(=O)c2cnc(-c3ccccc3)nc2Nc2ccccc21, Cc1ccccc1, O=C(Cl)CCl, [Na+], [Na+], O=C([O-])[O-]. Product: CCN1C(=O)c2cnc(-c3ccccc3)nc2N(C(=O)CCl)c2ccccc21. Reaction SMILES: [CH2:12]([CH3:13])[N:14]1[C:15](=[O:35])[c:16]2[c:17]([n:25][c:26](-[c:29]3[cH:30][cH:31][cH:32][cH:33][cH:34]3)[n:27][cH:28]2)[NH:18][c:19]2[c:20]1[cH:21][cH:22][cH:23][cH:24]2.[CH3:36][c:37]1[cH:38][cH:39][cH:40][cH:41][cH:42]1.[Cl:1][CH2:2][C:3](=[O:4])[Cl:5].[Na+:6].[Na+:7].[O-:8][C:9](=[O:10])[O-:11]>>[Cl:1][CH2:2][C:3](=[O:4])[N:18]1[c:17]2[c:16]([cH:28][n:27][c:26](-[c:29]3[cH:30][cH:31][cH:32][cH:33][cH:34]3)[n:25]2)[C:15](=[O:35])[N:14]([CH2:12][CH3:13])[c:20]2[c:19]1[cH:24][cH:23][cH:22][cH:21]2. Yields the product CN1CCCC1COc1cncc(C(F)(F)F)c1, Cl. RXN SMILES: [CH3:1][N:2]1[CH:3]([CH2:7][OH:8])[CH2:4][CH2:5][CH2:6]1.[Cl:11][c:12]1[cH:13][n:14][cH:15][c:16]([C:18]([F:19])([F:20])[F:21])[cH:17]1.[H-:10].[Na+:9].[O:22]=[CH:23][N:24]([CH3:25])[CH3:26]>>[CH3:1][N:2]1[CH:3]([CH2:7][O:8][c:12]2[cH:13][n:14][cH:15][c:16]([C:18]([F:19])([F:20])[F:21])[cH:17]2)[CH2:4][CH2:5][CH2:6]1.[ClH:11]. Starting materials: CN1CCCC1CO, FC(F)(F)c1cncc(Cl)c1, [H-], [Na+], CN(C)C=O. The reactants are CO, CN(C)C(=O)c1nn(C)cc1[N+](=O)[O-]. Yields the product CN(C)C(=O)c1nn(C)cc1N. Reaction SMILES: [CH3:15][OH:16].[CH3:1][N:2]([C:3](=[O:4])[c:5]1[n:6][n:7]([CH3:13])[cH:8][c:9]1[N+:10]([O-:11])=[O:12])[CH3:14]>>[CH3:1][N:2]([C:3](=[O:4])[c:5]1[n:6][n:7]([CH3:13])[cH:8][c:9]1[NH2:10])[CH3:14]. The reactants are Cc1ccc(S(=O)(=O)OCC2Cc3cc(C(F)(F)F)cc(-c4ccc(F)c(F)c4)c3O2)cc1, CN, Cl. Product: CNCC1Cc2cc(C(F)(F)F)cc(-c3ccc(F)c(F)c3)c2O1. As a reaction SMILES: [CH3:2][c:3]1[cH:4][cH:5][c:6]([S:7]([O:8][CH2:13][CH:14]2[O:15][c:16]3[c:17]([cH:19][c:20]([C:31]([F:32])([F:33])[F:34])[cH:21][c:22]3-[c:23]3[cH:24][c:25]([F:30])[c:26]([F:29])[cH:27][cH:28]3)[CH2:18]2)(=[O:9])=[O:10])[cH:11][cH:12]1.[CH3:35][NH2:36].[ClH:1]>>[CH2:13]([CH:14]1[O:15][c:16]2[c:17]([cH:19][c:20]([C:31]([F:32])([F:33])[F:34])[cH:21][c:22]2-[c:23]2[cH:24][c:25]([F:30])[c:26]([F:29])[cH:27][cH:28]2)[CH2:18]1)[NH:36][CH3:35].